From a dataset of the Open Reaction Database (ORD), a public repository of structured organic reaction records. describe an organic reaction: reactants, conditions, products, and yield Starting materials: CC1(C)COc2ccc(Br)cc21, [Li]CCCC, CCCCCC, C1CCOC1, O. Yields the product CC1(C)COc2ccccc21. RXN SMILES: [Br:1][c:2]1[cH:3][cH:4][c:5]2[c:6]([cH:12]1)[C:7]([CH3:10])([CH3:11])[CH2:8][O:9]2.[CH2:13]([Li:14])[CH2:15][CH2:16][CH3:17].[CH3:18][CH2:19][CH2:20][CH2:21][CH2:22][CH3:23].[O:25]1[CH2:26][CH2:27][CH2:28][CH2:29]1.[OH2:24]>>[cH:2]1[cH:3][cH:4][c:5]2[c:6]([cH:12]1)[C:7]([CH3:10])([CH3:11])[CH2:8][O:9]2. Reactants: Cl[Mg]CC(=C)COC1=CC=CC=C1 (3-(chloromagnesio)-2-(phenoxymethyl)-1-propene), C(C)(C)(C)OC(=O)N1[C@H](C(CCC1)=O)C1=CC=CC=C1 ((2S)-1-tert-butoxycarbonyl-2-phenylpiperidin-3-one), [Cl-].[NH4+] (ammonium chloride). Solvent: C1CCOC1 (THF), C1CCOC1 (THF). Run at time 1 hour. Yields the product C(C)(C)(C)OC(=O)N1[C@H]([C@@](CCC1)(CC(COC1=CC=CC=C1)=C)O)C1=CC=CC=C1 ((2S,3R)-1-tert-Butoxycarbonyl-3-hydroxy-3-(2-methylene-3-phenoxypropyl)-2-phenylpiperidine). RXN SMILES: Cl[Mg][CH2:3][C:4]([CH2:6][O:7][C:8]1[CH:13]=[CH:12][CH:11]=[CH:10][CH:9]=1)=[CH2:5].[C:14]([O:18][C:19]([N:21]1[CH2:26][CH2:25][CH2:24][C:23](=[O:27])[C@@H:22]1[C:28]1[CH:33]=[CH:32][CH:31]=[CH:30][CH:29]=1)=[O:20])([CH3:17])([CH3:16])[CH3:15].[Cl-].[NH4+]>C1COCC1>[C:14]([O:18][C:19]([N:21]1[CH2:26][CH2:25][CH2:24][C@@:23]([OH:27])([CH2:3][C:4](=[CH2:5])[CH2:6][O:7][C:8]2[CH:13]=[CH:12][CH:11]=[CH:10][CH:9]=2)[C@@H:22]1[C:28]1[CH:33]=[CH:32][CH:31]=[CH:30][CH:29]=1)=[O:20])([CH3:17])([CH3:15])[CH3:16] |f:2.3|. Procedure: A solution of 3-(chloromagnesio)-2-(phenoxymethyl)-1-propene in THF (0.91M, 3 ml) (Louw et. al., Tetrahedron, 48, 6087-6104, 1992, prepared from 2.74 mmol of 3-chloro-2-(phenoxymethyl)-1-propene) was slowly added to a solution of (2S)-1-tert-butoxycarbonyl-2-phenylpiperidin-3-one (Preparation 1) in THF (3 ml). The mixture was stirred at room temperature for 1 hours, then saturated aqueous ammonium chloride (20 ml) was added and the mixture was extracted with ethyl acetate (20 ml). The organic ph... Starting materials: C(N)(=O)C=1S(C2=C([N+]1[O-])C=C(C=C2C)[N+](=O)[O-])=O (2-carbamyl-5-nitro-7-methylbenzothiazolone-N-oxide), P(=O)(Cl)(Cl)Cl (phosphorus oxychloride). Run in C1(=CC=CC=C1)C (toluene). Reaction conditions: temperature 100 celsius. Yields the product [N+](=O)([O-])C=1C=C(C2=C(N=CS2=O)C1)C (5-nitro-7-methyl-benzothiazolone). Yield: 75.2%. Reaction SMILES: C([C:4]1[S:5](=[O:18])[C:6]2[C:13]([CH3:14])=[CH:12][C:11]([N+:15]([O-:17])=[O:16])=[CH:10][C:7]=2[N+:8]=1[O-])(=O)N.P(Cl)(Cl)(Cl)=O>C1(C)C=CC=CC=1>[N+:15]([C:11]1[CH:12]=[C:13]([CH3:14])[C:6]2[S:5](=[O:18])[CH:4]=[N:8][C:7]=2[CH:10]=1)([O-:17])=[O:16]. Procedure details: 25.3 g (0.1 mol) of 2-carbamyl-5-nitro-7-methylbenzothiazolone-N-oxide are suspended in 150 ml of anhydrous toluene. 16.8 g (0.11 mol) of phosphorus oxychloride are added dropwise to this suspension, with stirring, at an internal temperature of 100° C. and the reaction mixture is heated under reflux for a further 4 hours and allowed to cool. 15.8 g (75 % of theory) of 5-nitro-7-methyl-benzothiazolone of melting point >250° C. are obtained. The reactants are COC(=O)C(C(=O)OC)C1CCc2ccccc2O1, O=S(=O)(O)Cl. Product: COC(=O)C(C(=O)OC)C1CCc2cc(S)ccc2O1. As a reaction SMILES: [CH3:6][O:7][C:8]([CH:9]([C:10](=[O:11])[O:12][CH3:13])[CH:14]1[O:15][c:16]2[cH:17][cH:18][cH:19][cH:20][c:21]2[CH2:22][CH2:23]1)=[O:24].[Cl:1][S:2]([OH:3])(=[O:4])=[O:5]>>[SH:2][c:19]1[cH:18][cH:17][c:16]2[c:21]([cH:20]1)[CH2:22][CH2:23][CH:14]([CH:9]([C:8]([O:7][CH3:6])=[O:24])[C:10](=[O:11])[O:12][CH3:13])[O:15]2. Reactants: FC(C1=CC(=NC=2N1N=CC2C(=O)O)C2=CC=C(C=C2)C(F)(F)F)F (7-difluoromethyl-5-(4-trifluoromethyl-phenyl)-pyrazolo[1,5-a]pyrimidine-3-carboxylic acid), CN(CCN(S(=O)(=O)C=1SC(=C(C1)[N+](=O)[O-])Cl)CCN(C)C)C (5-chloro-4-nitro-thiophene-2-sulfonic acid bis-(2-dimethylamino-ethyl)-amide). Product: ClC=1SC(=CC1NC(=O)C=1C=NN2C1N=C(C=C2C(F)F)C2=CC=C(C=C2)C(F)(F)F)S(NCCN(C)C)(=O)=O (7-Difluoromethyl-5-(4-trifluoromethyl-phenyl)-pyrazolo[1,5-a]pyrimidine-3-carboxylic acid [2-chloro-5-(2-dimethylamino-ethylsulfamoyl)-thiophen-3-yl]-amide). Reaction SMILES: [F:1][CH:2]([F:25])[C:3]1[N:8]2[N:9]=[CH:10][C:11]([C:12](O)=[O:13])=[C:7]2[N:6]=[C:5]([C:15]2[CH:20]=[CH:19][C:18]([C:21]([F:24])([F:23])[F:22])=[CH:17][CH:16]=2)[CH:4]=1.[CH3:26][N:27]([CH3:48])[CH2:28][CH2:29][N:30](CCN(C)C)[S:31]([C:34]1[S:35][C:36]([Cl:42])=[C:37]([N+:39]([O-])=O)[CH:38]=1)(=[O:33])=[O:32]>>[Cl:42][C:36]1[S:35][C:34]([S:31](=[O:33])(=[O:32])[NH:30][CH2:29][CH2:28][N:27]([CH3:48])[CH3:26])=[CH:38][C:37]=1[NH:39][C:12]([C:11]1[CH:10]=[N:9][N:8]2[C:3]([CH:2]([F:25])[F:1])=[CH:4][C:5]([C:15]3[CH:16]=[CH:17][C:18]([C:21]([F:23])([F:22])[F:24])=[CH:19][CH:20]=3)=[N:6][C:7]=12)=[O:13]. Procedure: The title compound was prepared from 7-difluoromethyl-5-(4-trifluoromethyl-phenyl)-pyrazolo[1,5-a]pyrimidine-3-carboxylic acid (example C. 1) and 4-amino-5-chloro-thiophene-2-sulfonic acid (2-dimethylamino-ethyl)-amide (example B.14) according to general procedure II. Starting materials: ClCC=1N=C(OC1)C1=CC=C(CN2C=NC3=C2C=CC=C3)C=C1 (1-{4-[4-(chloromethyl)-1,3-oxazol-2-yl]benzyl}-1H-benzimidazole), BrN1C(CCC1=O)=O (N-bromosuccinimide). Solvent: C(Cl)(Cl)Cl (chloroform). Run at time 1 hour. The product is BrC1=C(N=C(O1)C1=CC=C(CN2C=NC3=C2C=CC=C3)C=C1)CCl (1-{4-[5-Bromo-4-(chloromethyl)-1,3-oxazol-2-yl]benzyl}-1H-benzimidazole). Isolated yield 56.0%. RXN SMILES: [Cl:1][CH2:2][C:3]1[N:4]=[C:5]([C:8]2[CH:23]=[CH:22][C:11]([CH2:12][N:13]3[C:17]4[CH:18]=[CH:19][CH:20]=[CH:21][C:16]=4[N:15]=[CH:14]3)=[CH:10][CH:9]=2)[O:6][CH:7]=1.[Br:24]N1C(=O)CCC1=O>C(Cl)(Cl)Cl>[Br:24][C:7]1[O:6][C:5]([C:8]2[CH:23]=[CH:22][C:11]([CH2:12][N:13]3[C:17]4[CH:18]=[CH:19][CH:20]=[CH:21][C:16]=4[N:15]=[CH:14]3)=[CH:10][CH:9]=2)=[N:4][C:3]=1[CH2:2][Cl:1]. Procedure: A solution of 1-{4-[4-(chloromethyl)-1,3-oxazol-2-yl]benzyl}-1H-benzimidazole (0.40 g, 1.24 mmol) in dry chloroform was treated with N-bromosuccinimide (NBS) (0.24 g, 1.36 mmol), stirred at room temperature for 1 h and concentrated in vacuo. The resultant residue was partitioned between CH2Cl2 and water. The organic phase was separated, washed with brine, dried over Na2SO4 and concentrated under reduced pressure. This residue was purified by column chromatography (silica, CH2Cl2:MeOH 98:2) to af...